This data is from the Open Reaction Database (ORD), a public repository of structured organic reaction records. The task is: describe an organic reaction: reactants, conditions, products, and yield Starting materials: CC1Cc2c([nH]c3ccc(Br)cc23)C2(N1)C(=O)Nc1ccc(Cl)cc12, CCOC(C)=O, CN1CCCC1=O, CCCCCC, N#C[Cu]. Product: CC1Cc2c([nH]c3ccc(C#N)cc23)C2(N1)C(=O)Nc1ccc(Cl)cc12. As a reaction SMILES: [Br:1][c:2]1[cH:3][c:4]2[c:5]3[c:10]([nH:11][c:12]2[cH:13][cH:14]1)[C:9]1([NH:8][CH:7]([CH3:25])[CH2:6]3)[C:15](=[O:24])[NH:16][c:17]2[cH:18][cH:19][c:20]([Cl:23])[cH:21][c:22]21.[CH3:29][CH2:30][O:31][C:32]([CH3:33])=[O:34].[CH3:35][N:36]1[CH2:37][CH2:38][CH2:39][C:40]1=[O:41].[CH3:42][CH2:43][CH2:44][CH2:45][CH2:46][CH3:47].[Cu:26][C:27]#[N:28]>>[c:2]1([C:27]#[N:28])[cH:3][c:4]2[c:5]3[c:10]([nH:11][c:12]2[cH:13][cH:14]1)[C:9]1([NH:8][CH:7]([CH3:25])[CH2:6]3)[C:15](=[O:24])[NH:16][c:17]2[cH:18][cH:19][c:20]([Cl:23])[cH:21][c:22]21. Starting materials: Cl (HCl), C(C)(=O)OC1=C(OC(C)=O)C(OC(C)=O)=CC=C1 (pyrogallol triacetate). Run in C(C)(=O)O (acetic acid). Yields the product C1(O)=C(O)C(O)=CC=C1 (pyrogallol). The yield is 87.0%. As a reaction SMILES: C([O:4][C:5]1[CH:18]=[CH:17][CH:16]=[C:11]([O:12]C(=O)C)[C:6]=1[O:7]C(=O)C)(=O)C.Cl>C(O)(=O)C>[C:5]1([CH:18]=[CH:17][CH:16]=[C:11]([OH:12])[C:6]=1[OH:7])[OH:4]. Procedure: To 100 parts of pyrogallol triacetate as prepared above were added glacial acetic acid (364 parts) and 2 N HCl solution (3640 parts) and the mixture refluxed for three hours under a nitrogen blanket. Continuous ether extraction followed by evaporation of the extract gave an oil which slowly crystallised. Recrystallisation from toluene gave pyrogallol (44 parts, 87% yield). The reactants are CC(=O)[O-], Cc1ccc(-c2nc3ccc(C)cn3c2CC(O)c2cccs2)cc1, ClCCl, [Na+], O=[Cr](=O)([O-])Cl, O, c1cc[nH+]cc1. Product: Cc1ccc(-c2nc3ccc(C)cn3c2CC(=O)c2cccs2)cc1. As a reaction SMILES: [CH3:13][C:14](=[O:15])[O-:16].[CH3:17][c:18]1[cH:19][cH:20][c:21]2[n:22]([cH:23]1)[c:24]([CH2:34][CH:35]([OH:36])[c:37]1[s:38][cH:39][cH:40][cH:41]1)[c:25](-[c:27]1[cH:28][cH:29][c:30]([CH3:33])[cH:31][cH:32]1)[n:26]2.[Cl:43][CH2:44][Cl:45].[Na+:12].[O:1]=[Cr:2]([Cl:3])([O-:4])=[O:5].[OH2:42].[nH+:6]1[cH:7][cH:8][cH:9][cH:10][cH:11]1>>[CH3:17][c:18]1[cH:19][cH:20][c:21]2[n:22]([cH:23]1)[c:24]([CH2:34][C:35](=[O:36])[c:37]1[s:38][cH:39][cH:40][cH:41]1)[c:25](-[c:27]1[cH:28][cH:29][c:30]([CH3:33])[cH:31][cH:32]1)[n:26]2. The reactants are BrC1=C(C=C(OC2=C(C=C(C#N)C=C2)Cl)C=C1)C=O (4-(4-bromo-3-formylphenoxy)-3-chlorobenzonitrile), [BH4-].[Na+] (sodium borohydride). Run in CO (methanol). Conditions: time 1 hour. The product is BrC1=C(C=C(OC2=C(C=C(C#N)C=C2)Cl)C=C1)CO (4-(4-bromo-3-(hydroxymethyl)phenoxy)-3-chlorobenzonitrile). The yield is 88.3%. As a reaction SMILES: [Br:1][C:2]1[CH:17]=[CH:16][C:5]([O:6][C:7]2[CH:14]=[CH:13][C:10]([C:11]#[N:12])=[CH:9][C:8]=2[Cl:15])=[CH:4][C:3]=1[CH:18]=[O:19].[BH4-].[Na+]>CO>[Br:1][C:2]1[CH:17]=[CH:16][C:5]([O:6][C:7]2[CH:14]=[CH:13][C:10]([C:11]#[N:12])=[CH:9][C:8]=2[Cl:15])=[CH:4][C:3]=1[CH2:18][OH:19] |f:1.2|. Procedure: To a solution of 4-(4-bromo-3-formylphenoxy)-3-chlorobenzonitrile (9.25 g, 27.4 mmol) in methanol (80 mL) was added sodium borohydride (522 mg, 13.7 mmol) portionwise at 0° C., and the mixture was stirred at room temperature for 1 h. The solvent was removed to about a half volume, 1 M HCl was added, and the mixture was poured into ethyl acetate/water. The organic layer was washed with brine and dried on anhydrous sodium sulfate. The solvent was removed under reduced pressure and the residue was ...